The task is: describe an organic reaction: reactants, conditions, products, and yield. This data is from the Open Reaction Database (ORD), a public repository of structured organic reaction records. Reactants: methanolic solution, COS(=O)(=O)O (methoxysulfonic acid), B(OC)(OC)OC (trimethyl borate), COCOC (methylal), CC(=O)OCC1=C(N2[C@@H]([C@@H](C2=O)N)SC1)C(=O)O (7-ACA). The solvent is S1(=O)(=O)CCCC1 (sulfolane). Run at temperature 10 celsius, time 1.5 hour. Yields the product NC1[C@@H]2N(C(=C(CS2)COC)C(=O)O)C1=O (7-Amino-3-Methoxymethyl-3-Cephem-4-Carboxylic Acid). The yield is 78.9%. As a reaction SMILES: COS(O)(=O)=O.B(OC)(OC)OC.COCOC.C[C:20]([O:22][CH2:23][C:24]1[CH2:33][S:32][C@@H:27]2[C@H:28]([NH2:31])[C:29](=[O:30])[N:26]2[C:25]=1[C:34]([OH:36])=[O:35])=O>S1(CCCC1)(=O)=O>[NH2:31][CH:28]1[C:29](=[O:30])[N:26]2[C:25]([C:34]([OH:36])=[O:35])=[C:24]([CH2:23][O:22][CH3:20])[CH2:33][S:32][C@H:27]12. Procedure: 16.7 g of a methanolic solution of methoxysulfonic acid (prepared as described in Preparation 2), 2.18 g of trimethyl borate and 2.45 g of methylal (prepared as described in Preparation 5) were added to 20 ml of sulfolane. The mixture was cooled to 10° C., and 2.74 g of 7-ACA were added thereto, followed by stirring at 10° C. for 1.5 hours. After completion of the reaction, the reaction mixture was treated following the procedures described in Example 2. 1.94 g (yield 79%) of the title compound ... The reactants are C=1C=CC(=CC1)[C@H](C(=O)N[C@H]2[C@@H]3N(C2=O)C(=C(CS3)CSC4=NN=NN4CS(=O)(=O)O)C(=O)O)O (cefonicid), C(C)(=O)O.C(C)(=O)O.C(C1=CC=CC=C1)N(CCN)CC1=CC=CC=C1 (N,N-dibenzylethylene diamine diacetate). Solvent: O (water), CO (methanol), CO (methanol). Run at time 3 hour. Yields the product C(C1=CC=CC=C1)NCCNCC1=CC=CC=C1 (N,N'-Dibenzylethylene diamine). The yield is 99.4%. As a reaction SMILES: [CH:1]1[CH:2]=[CH:3][C:4]([C@@H:7](O)C(N[C@@H]2C(=O)N3C(C(O)=O)=C(CSC4N(CS(O)(=O)=O)N=NN=4)CS[C@H]23)=O)=[CH:5][CH:6]=1.C(O)(=O)C.C(O)(=O)C.[CH2:44]([N:51](CC1C=CC=CC=1)[CH2:52][CH2:53][NH2:54])[C:45]1[CH:50]=[CH:49][CH:48]=[CH:47][CH:46]=1>O.CO>[CH2:44]([NH:51][CH2:52][CH2:53][NH:54][CH2:7][C:4]1[CH:5]=[CH:6][CH:1]=[CH:2][CH:3]=1)[C:45]1[CH:50]=[CH:49][CH:48]=[CH:47][CH:46]=1 |f:1.2.3|. Procedure details: To a stirred solution of cefonicid (5.76 g, 9.8 mmol) in water (6.3% w/w), at pH 5-6 and ambient temperature, methanol (50 ml) was added, followed by a suspension of N,N-dibenzylethylene diamine diacetate (8.6 g, 24 mmol) in methanol (50 ml). The reaction mixture was stirred for 3 h at 20°-25° C., resulting in formation of a white solid. The reaction mixture was cooled to 10°-15° C. and filtered. The white solid was washed with water (3×15 ml) and methanol (3×10 ml). The solid was dried at 30°-3... The reactants are CC1=CC=C(C=C1)S(=O)(=O)O (4-methylbenzenesulfonic acid), C(=O)([O-])[O-].[K+].[K+] (K2CO3), C(C1=CC=CC=C1)=O (benzaldehyde), CC1(OCCO1)CCN (2-methyl-1,3-dioxolane-2-ethanamine). The solvent is C1(=CC=CC=C1)C (toluene), C1(=CC=CC=C1)C (toluene). Reaction conditions: temperature 100 celsius, time 1 hour. Yields the product C1(=CC=CC=C1)C1CC2(COCO2)CCN1 ((±)-7-phenyl-1,3-dioxa-8-azaspiro[4.5]decane). Isolated yield 70.0%. RXN SMILES: [CH:1](=O)[C:2]1[CH:7]=[CH:6][CH:5]=[CH:4][CH:3]=1.CC1(CC[NH2:17])OCCO1.[CH3:18][C:19]1[CH:24]=[CH:23]C(S(O)(=O)=O)=C[CH:20]=1.[C:29]([O-:32])([O-])=[O:30].[K+].[K+]>C1(C)C=CC=CC=1>[C:2]1([CH:1]2[NH:17][CH2:23][CH2:24][C:19]3([O:32][CH2:29][O:30][CH2:20]3)[CH2:18]2)[CH:7]=[CH:6][CH:5]=[CH:4][CH:3]=1 |f:3.4.5|. Procedure details: A solution of benzaldehyde (10.6 g) and 2-methyl-1,3-dioxolane-2-ethanamine (13.1 g) in toluene (100 ml) was stirred for 16 hours at RT. This solution was added at 100° C. to a solution of 4-methylbenzenesulfonic acid (34.4 g) in toluene (100 ml) and the mixture was stirred for 1 hour at 100° C. The mixture was poured into an ice/water bath, K2CO3 was added to a pH of about 8 and extracted with ethyl acetate. The organic layer was dried, filtered and the solvent evaporated, yielding 14.3 g (70%)... Reactants: CO, CCOC(C)=O, Cl, [Mg], O, O=C1NCC(c2cn3c4c(cccc24)CCC3)=C1c1c[nH]c2ccccc12. Yields the product O=C1NCC(c2cn3c4c(cccc24)CCC3)C1c1c[nH]c2ccccc12. Reaction SMILES: [CH3:29][OH:30].[CH3:32][CH2:33][O:34][C:35]([CH3:36])=[O:37].[ClH:31].[Mg:28].[OH2:38].[c:1]1([C:13]2=[C:14]([c:19]3[cH:20][nH:21][c:22]4[cH:23][cH:24][cH:25][cH:26][c:27]34)[C:15](=[O:18])[NH:16][CH2:17]2)[cH:2][n:3]2[c:12]3[c:7]([cH:8][cH:9][cH:10][c:11]13)[CH2:6][CH2:5][CH2:4]2>>[c:1]1([CH:13]2[CH:14]([c:19]3[cH:20][nH:21][c:22]4[cH:23][cH:24][cH:25][cH:26][c:27]34)[C:15](=[O:18])[NH:16][CH2:17]2)[cH:2][n:3]2[c:12]3[c:7]([cH:8][cH:9][cH:10][c:11]13)[CH2:6][CH2:5][CH2:4]2. Reactants: CSC1=CC=C(N)C=C1 (4-(methylthio)aniline), BrN1C(CCC1=O)=O (N-bromosuccinimide). Solvent: C(C)#N.C(Cl)(Cl)(Cl)Cl (acetonitrile carbon tetrachloride). Yields the product BrC1=C(N)C=CC(=C1)SC (2-Bromo-4-(methylthio)aniline). RXN SMILES: [CH3:1][S:2][C:3]1[CH:9]=[CH:8][C:6]([NH2:7])=[CH:5][CH:4]=1.[Br:10]N1C(=O)CCC1=O>C(#N)C.C(Cl)(Cl)(Cl)Cl>[Br:10][C:8]1[CH:9]=[C:3]([S:2][CH3:1])[CH:4]=[CH:5][C:6]=1[NH2:7] |f:2.3|. Procedure details: To a solution containing 1.0 mL (8.0 mmol) of 4-(methylthio)aniline in 40 mL of a 3:1 solution mixture of acetonitrile/carbon tetrachloride was added 1.6 g (8.8 mmol) of N-bromosuccinimide. The reaction mixture was heated to reflux for 30 min, then cooled to ambient temperature and concentrated in vacuo. To the residue was added 100 mL of ethyl acetate and the organic solution was washed sequentially with saturated aqueous sodium bicarbonate solution and saturated aqueous brine (100 mL each), dr...